From a dataset of the Open Reaction Database (ORD), a public repository of structured organic reaction records. describe an organic reaction: reactants, conditions, products, and yield The reactants are CN=C(C1=CC=C(C=C1)Cl)Cl (N-methyl 4-chlorobenzimidoyl chloride), ClS(=O)(=O)O (chlorosulfonic acid), CN1C(=CC(=C1)C)CC(=O)OCC (ethyl 1,4-dimethyl-1H-pyrrole-2-acetate), Cl(=O)(=O)(=O)O (perchloric acid). Yields the product Cl(=O)(=O)(=O)O.ClC1=CC=C(C=C1)C(C1=C(C=C(N1C)CC(=O)OCC)C)=NC (Ethyl 5-[(4-chlorophenyl)(methylimino)methyl]-1,4-dimethyl-1H-pyrrole-2-acetate Perchlorate), green solid. Isolated yield 38.0%. As a reaction SMILES: [CH3:1][N:2]=[C:3](Cl)[C:4]1[CH:9]=[CH:8][C:7]([Cl:10])=[CH:6][CH:5]=1.ClS(O)(=O)=O.[CH3:17][N:18]1[CH:22]=[C:21]([CH3:23])[CH:20]=[C:19]1[CH2:24][C:25]([O:27][CH2:28][CH3:29])=[O:26].[Cl:30]([OH:34])(=[O:33])(=[O:32])=[O:31]>>[Cl:30]([OH:34])(=[O:33])(=[O:32])=[O:31].[Cl:10][C:7]1[CH:8]=[CH:9][C:4]([C:3](=[N:2][CH3:1])[C:22]2[N:18]([CH3:17])[C:19]([CH2:24][C:25]([O:27][CH2:28][CH3:29])=[O:26])=[CH:20][C:21]=2[CH3:23])=[CH:5][CH:6]=1 |f:4.5|. Procedure details: The title compound was prepared as in Example X from N-methyl 4-chlorobenzimidoyl chloride (7.52 g, 40 mmole), chlorosulfonic acid (0.47 g, 4 mmole), ethyl 1,4-dimethyl-1H-pyrrole-2-acetate (7.25 g, 40 mmole), and 70% perchloric acid (7.0 g, 48 mmole) to yield 6.6 g (38%) of a green solid, m.p. 126°-130° C. (dec). Starting materials: ice, C(C1=CC=CC=C1)OC(=O)ON1C(CCC1=O)=O (N-(benzyloxycarbonyloxy)succinimide), C(C1=CC=CC=C1)OC(=O)ON1C(CCC1=O)=O (N-(benzyloxycarbonyloxy)succinimide), NC1(CCN(CC1)C(=O)OC(C)(C)C)C(=O)O (4-Amino-1-tert-butoxycarbonylpiperidine-4-carboxylic acid), Cl (hydrochloric acid). Solvent: COCCOC (1,2-dimethoxyethane), [OH-].[Na+] (sodium hydroxide), [OH-].[Na+] (sodium hydroxide), COCCOC (1,2-dimethoxyethane). Product: C(C1=CC=CC=C1)OC(=O)NC1(CCN(CC1)C(=O)OC(C)(C)C)C(=O)O (4-benzyloxycarbonylamino-1-tert-butoxycarbonylpiperidine-4-carboxylic acid). The yield is 82.5%. As a reaction SMILES: [NH2:1][C:2]1([C:15]([OH:17])=[O:16])[CH2:7][CH2:6][N:5]([C:8]([O:10][C:11]([CH3:14])([CH3:13])[CH3:12])=[O:9])[CH2:4][CH2:3]1.Cl.[CH2:19]([O:26][C:27](ON1C(=O)CCC1=O)=[O:28])[C:20]1[CH:25]=[CH:24][CH:23]=[CH:22][CH:21]=1>[OH-].[Na+].COCCOC>[CH2:19]([O:26][C:27]([NH:1][C:2]1([C:15]([OH:17])=[O:16])[CH2:7][CH2:6][N:5]([C:8]([O:10][C:11]([CH3:12])([CH3:13])[CH3:14])=[O:9])[CH2:4][CH2:3]1)=[O:28])[C:20]1[CH:25]=[CH:24][CH:23]=[CH:22][CH:21]=1 |f:3.4|. Procedure details: 4-Amino-1-tert-butoxycarbonylpiperidine-4-carboxylic acid (18.0 g) was dissolved in 0.03M aqueous sodium hydroxide (750 mL), and 1,2-dimethoxyethane (100 mL). The pH was adjusted to 9.5 with dilute hydrochloric acid, and the suspension was added to an ice-cold solution of N-(benzyloxycarbonyloxy)succinimide (28.8 g) in 1,2-dimethoxyethane (100 mL). The pH was kept at 9.5 by addition of aq. sodium hydroxide, and the mixture was stirred at room temperature. More N-(benzyloxycarbonyloxy)succinimide... Starting materials: C=CC(=O)OCC, CC(=O)[O-], CC(=O)[O-], CC#N, O=C(O)c1cccc(I)c1, [Pd+2]. The product is CCOC(=O)C=Cc1cccc(C(=O)O)c1. RXN SMILES: [C:11]([CH:12]=[CH2:13])(=[O:14])[O:15][CH2:16][CH3:17].[C:18]([O-:19])(=[O:20])[CH3:21].[C:23]([O-:24])(=[O:25])[CH3:26].[CH3:27][C:28]#[N:29].[I:1][c:2]1[cH:3][c:4]([C:5](=[O:6])[OH:7])[cH:8][cH:9][cH:10]1.[Pd+2:22]>>[c:2]1([CH:13]=[CH:12][C:11](=[O:14])[O:15][CH2:16][CH3:17])[cH:3][c:4]([C:5](=[O:6])[OH:7])[cH:8][cH:9][cH:10]1. Starting materials: Cl (hydrogen chloride), [N-]=[N+]=[N-] (azide), Cl.N[C@H](C(C(=O)OC)O)CC(C)C (methyl (2RS, 3S)-3-amino-2-hydroxy-5-methylhexanoate hydrochloride), C1(=CC=CC2=CC=CC=C12)CC(C(=O)N[C@@H](CC1=CNC=N1)C(=O)N=[N+]=[N-])CC(=O)N1CCCCC1 (N-[2-(1-naphthylmethyl)-3-(piperidinocarbonyl)propionyl]-L-histidine azide), hydrazide, N(=O)OCCC(C)C (isoamyl nitrite), C1(=CC=CC2=CC=CC=C12)CC(C(=O)N(N)C([C@@H](N)CC1=CNC=N1)=O)CC(=O)N1CCCCC1 (N-[2-(1-naphthylmethyl)-3-(piperidinocarbonyl)propionyl]-L-histidine hydrazide). Solvent: CN(C=O)C (N,N-dimethylformamide), CN(C=O)C (N,N-dimethylformamide), C(C)N(CC)CC (triethylamine), C(C)N(CC)CC (triethylamine), CN(C=O)C (N,N-dimethylformamide). Yields the product C1(=CC=CC2=CC=CC=C12)CC(C(=O)N[C@@H](CC1=CNC=N1)C(=O)N[C@H](C(C(=O)OC)O)CC(C)C)CC(=O)N1CCCCC1 (methyl (2RS, 3S)-3-{N-[2-(1-naphthylmethyl)-3-(piperidinocarbonyl)propionyl]-L-histidyl}amino-2-hydroxy-5-methylhexanoate). RXN SMILES: C1(CC(CC(N2CCCCC2)=O)C(N(C(=O)[C@H](CC2N=CNC=2)N)N)=O)C2C(=CC=CC=2)C=CC=1.Cl.N(OCCC(C)C)=O.[C:45]1([CH2:55][CH:56]([CH2:72][C:73]([N:75]2[CH2:80][CH2:79][CH2:78][CH2:77][CH2:76]2)=[O:74])[C:57]([NH:59][C@H:60]([C:67]([N:69]=[N+]=[N-])=[O:68])[CH2:61][C:62]2[N:66]=[CH:65][NH:64][CH:63]=2)=[O:58])[C:54]2[C:49](=[CH:50][CH:51]=[CH:52][CH:53]=2)[CH:48]=[CH:47][CH:46]=1.[N-]=[N+]=[N-].Cl.N[C@@H:86]([CH2:93][CH:94]([CH3:96])[CH3:95])[CH:87]([OH:92])[C:88]([O:90][CH3:91])=[O:89]>CN(C)C=O.C(N(CC)CC)C>[C:45]1([CH2:55][CH:56]([CH2:72][C:73]([N:75]2[CH2:80][CH2:79][CH2:78][CH2:77][CH2:76]2)=[O:74])[C:57]([NH:59][C@H:60]([C:67]([NH:69][C@@H:86]([CH2:93][CH:94]([CH3:96])[CH3:95])[CH:87]([OH:92])[C:88]([O:90][CH3:91])=[O:89])=[O:68])[CH2:61][C:62]2[N:66]=[CH:65][NH:64][CH:63]=2)=[O:58])[C:54]2[C:49](=[CH:50][CH:51]=[CH:52][CH:53]=2)[CH:48]=[CH:47][CH:46]=1 |f:5.6|. Procedure: To a suspension of 200 mg of N-[2-(1-naphthylmethyl)-3-(piperidinocarbonyl)propionyl]-L-histidine hydrazide in 2 ml of dry N,N-dimethylformamide were added successively 0.26 ml of a dry 5.1N-hydrogen chloride in N,N-dimethylformamide solution and 0.066 ml of isoamyl nitrite with stirring at -20° C. After disappearance of hydrazide compound, the reaction mixture was cooled to -30° C. and neutralized with 0.19 ml of triethylamine to prepare a solution of N-[2-(1-naphthylmethyl)-3-(piperidinocarbon... The reactants are SCc1ccccc1, CN1Cc2cccc(Cl)c2S1(=O)=O, CC(C)(C)[O-], CN(C)C=O, [K+], O. Product: CN1Cc2cccc(SCc3ccccc3)c2S1(=O)=O. RXN SMILES: [CH2:7]([c:8]1[cH:9][cH:10][cH:11][cH:12][cH:13]1)[SH:14].[CH3:15][N:16]1[S:17](=[O:26])(=[O:27])[c:18]2[c:19]([cH:21][cH:22][cH:23][c:24]2[Cl:25])[CH2:20]1.[CH3:1][C:2]([CH3:3])([O-:4])[CH3:5].[CH3:29][N:30]([CH3:31])[CH:32]=[O:33].[K+:6].[OH2:28]>>[CH2:7]([c:8]1[cH:9][cH:10][cH:11][cH:12][cH:13]1)[S:14][c:24]1[c:18]2[c:19]([cH:21][cH:22][cH:23]1)[CH2:20][N:16]([CH3:15])[S:17]2(=[O:26])=[O:27]. As a reaction SMILES: [C:1]([CH2:5][N:6]1[C:12](=[O:13])[CH:11]([N:14]([C:24]([O:26]CC)=[O:25])[CH2:15][CH2:16][CH2:17][C:18]2[CH:23]=[CH:22][CH:21]=[CH:20][CH:19]=2)[CH2:10][S:9][CH2:8][CH2:7]1)([O:3]C)=[O:2].O>CO.[OH-].[Na+]>[C:1]([CH2:5][N:6]1[C:12](=[O:13])[CH:11]([N:14]([C:24]([OH:26])=[O:25])[CH2:15][CH2:16][CH2:17][C:18]2[CH:19]=[CH:20][CH:21]=[CH:22][CH:23]=2)[CH2:10][S:9][CH2:8][CH2:7]1)([OH:3])=[O:2] |f:3.4|. Yields the product C(=O)(O)CN1CCSCC(C1=O)N(CCCC1=CC=CC=C1)C(=O)O (4-N-(Carboxymethyl)-6-[carboxy-3-phenylpropylamino]-perhydro-1,4-thiazepin-5-one). Starting materials: C(=O)(OC)CN1CCSCC(C1=O)N(CCCC1=CC=CC=C1)C(=O)OCC (4-[Carbomethoxymethyl]-6-[carboethoxy-3-phenyl propylamino]-perhydro-1,4-thiazepin-5-one), O (water). The solvent is CO (methanol), [OH-].[Na+] (sodium hydroxide). Reported procedure: 4-[Carbomethoxymethyl]-6-[carboethoxy-3-phenyl propylamino]-perhydro-1,4-thiazepin-5-one (0.1 g) is dissolved in 1.5 ml of methanol and 0.5 ml of 1M sodium hydroxide. At the end of 4 hours at room temperature, 2 ml of water is added. The resulting solution is loaded onto a column of Dowex-50 resin (on the proton cycle). After thorough washing with water, the column is developed with 5% pyridine. The eluent is lyophilized to yield the product as a white solid (0.085 g). The sample analyzes for C1... The yield is 94.8%. Starting materials: C(C)OC(=O)CC[Sn](C)(C)C (2-(ethoxycarbonyl)-ethyltrimethylstannane), C(C)OC(=O)CC[Sn](C)(C)C (2-(ethoxycarbonyl)-ethyltrimethylstannane), NN (hydrazine). The solvent is C(C)O (ethanol). Run at time 2 hour. Yields the product N(N)C(=O)CC[Sn](C)(C)C (2-(hydrazinocarbonyl)ethyltrimethylstannane). Isolated yield 69.9%. Reaction SMILES: C([O:3][C:4]([CH2:6][CH2:7][Sn:8]([CH3:11])([CH3:10])[CH3:9])=O)C.[NH2:12][NH2:13]>C(O)C>[NH:12]([C:4]([CH2:6][CH2:7][Sn:8]([CH3:11])([CH3:10])[CH3:9])=[O:3])[NH2:13]. Procedure details: A mixture of 8 g (30 mmoles) of 2-(ethoxycarbonyl)-ethyltrimethylstannane (compound 47), 5 ml of 95% hydrazine (150 mmoles) in 10 ml of ethanol was refuxed for 2 hours. The volatiles were removed at reduced pressure. Distillation of the crude product afforded 5.26 g of 2-(hydrazinocarbonyl)ethyltrimethylstannane, b.p. 92°-98° C. (0.07 mm), compound 42 of Table I. The infrared spectrum of the distillate showed the following characteristic absorptions: 3300 cm-1 (N-H), 1660 cm-1 and 1530 cm-1 ##ST... Reactants: O (water), ice, [OH-].[Na+] (sodium hydroxide), C(C1=CC=C(C=O)C=C1)=O (Terephthalaldehyde). Run in CC(=O)C (acetone). Conditions: time 3 day. The product is C(=CC(C)=O)C1=CC=C(C=C1)C=CC(C)=O (1,4-bis(but-1-ene-3-one-1-yl)benzene). Isolated yield 76.0%. As a reaction SMILES: [CH:1](=O)[C:2]1[CH:9]=[CH:8][C:5]([CH:6]=O)=[CH:4][CH:3]=1.[OH2:11].[OH-:12].[Na+]>CC(C)=O>[CH:1]([C:2]1[CH:9]=[CH:8][C:5]([CH:6]=[CH:4][C:5](=[O:12])[CH3:6])=[CH:4][CH:3]=1)=[CH:1][C:2](=[O:11])[CH3:3] |f:2.3|. Procedure details: Terephthalaldehyde (10 g) was dissolved in acetone (200 ml) and the solution was added dropwise with stirring into a mixture of water (2.5 1), ice (1.5 kg) and 10 percent aqueous sodium hydroxide solution (20 ml). The mixture was stirred at room temperature for 3 days and then the yellow solid was removed by filtration. The crude product was taken up into ethyl acetate (1 1) and dried over sodium sulfate. Removal of the drying agent by filtration and evaporation of the filtrate gave 1,4-bis(but-...